Dataset: the Open Reaction Database (ORD), a public repository of structured organic reaction records. Task: describe an organic reaction: reactants, conditions, products, and yield Starting materials: C(C)OC(CCCNC1=C(C(=O)OC)C=CC=C1)=O (methyl 2-[(4-ethoxy-4-oxobutyl)amino]benzoate), CC1=C(C=CC=C1)S(=O)(=O)Cl (2-methylphenylsulfonyl chloride). Solvent: N1=CC=CC=C1 (pyridine). Yields the product C(C)OC(CCCN(S(=O)(=O)C1=C(C=CC=C1)C)C1=C(C(=O)OC)C=CC=C1)=O (Methyl 2-[N-(4-ethoxy-4-oxobutyl)-N-(2-methylphenylsulfonyl)amino)benzoate). Yield: 90.7%. Reaction SMILES: [CH2:1]([O:3][C:4](=[O:19])[CH2:5][CH2:6][CH2:7][NH:8][C:9]1[CH:18]=[CH:17][CH:16]=[CH:15][C:10]=1[C:11]([O:13][CH3:14])=[O:12])[CH3:2].[CH3:20][C:21]1[CH:26]=[CH:25][CH:24]=[CH:23][C:22]=1[S:27](Cl)(=[O:29])=[O:28]>N1C=CC=CC=1>[CH2:1]([O:3][C:4](=[O:19])[CH2:5][CH2:6][CH2:7][N:8]([C:9]1[CH:18]=[CH:17][CH:16]=[CH:15][C:10]=1[C:11]([O:13][CH3:14])=[O:12])[S:27]([C:22]1[CH:23]=[CH:24][CH:25]=[CH:26][C:21]=1[CH3:20])(=[O:29])=[O:28])[CH3:2]. Reported procedure: A mixture of 2.65 g of methyl 2-[(4-ethoxy-4-oxobutyl)amino]benzoate, 2.0 g of 2-methylphenylsulfonyl chloride and pyridine is heated on a steam bath for 16 hours. The mixture is concentrated under a vacuum (remove pyridine) and 1N HCl added. The mixture is extracted with dichloromethane and the extract washed with 1NHCl, H2O, 1M NaHCO3, brine and dried (Na2SO4). The solution is filtered through a thin pad of hydrons magnesium silicate and the filtrate evaporated to give 3.8 g of solid which is ... Reactants: ice water, CC(C)([O-])C.[K+] (potassium t-butoxide), CI (methyl iodide), C1(=CC=CC=C1)CSC1=C(C=CC=C1)C1=NNC(O1)=O (5-{2-[(Phenylmethyl)thio]phenyl}-1,3,4-oxadiazol-2(3H)-one). The solvent is CN(C)C=O (DMF). Reaction conditions: temperature 25 celsius, time 1 hour. Yields the product CN1C(OC(=N1)C1=C(C=CC=C1)SCC1=CC=CC=C1)=O (3-Methyl-5-[2-[(phenylmethyl)thio]phenyl]-1,3,4-oxadiazol-2(3H)-one). Isolated yield 68.1%. As a reaction SMILES: [CH3:1]C(C)([O-])C.[K+].[C:7]1([CH2:13][S:14][C:15]2[CH:20]=[CH:19][CH:18]=[CH:17][C:16]=2[C:21]2[O:25][C:24](=[O:26])[NH:23][N:22]=2)[CH:12]=[CH:11][CH:10]=[CH:9][CH:8]=1.CI>CN(C=O)C>[CH3:1][N:23]1[N:22]=[C:21]([C:16]2[CH:17]=[CH:18][CH:19]=[CH:20][C:15]=2[S:14][CH2:13][C:7]2[CH:12]=[CH:11][CH:10]=[CH:9][CH:8]=2)[O:25][C:24]1=[O:26] |f:0.1|. Procedure: To a suspension of 2.9 g of potassium t-butoxide in 60 ml of DMF under a N2 atmosphere was added portionwise 7 g of the product of Example 1 while maintaining the reaction temperature at 25°-30° C. with an ice-water bath. After stirring at 25° C. for 1 hour, 7 g of methyl iodide was added dropwise to cause an exotherm to 37° C. The suspension was heated at 40°-60° C. for 5 hours, then cooled to 25° and poured onto excess ice-water to yield a precipitate. The suspension was filtered, and the isol... Starting materials: FC(C(CCN1C(C=2C(C1=O)=CC=CC2)=O)NCC2=CC=CC=C2)F (N-(4,4-difluoro-3-benzylaminobutyl) phthalimide), Cl (hydrochloric acid). Conditions: temperature 110 celsius. Product: Cl.Cl.FC(C(CCN)NCC1=CC=CC=C1)F (1,1-Difluoro-2-benzylamino-4-amino-butane, dihydrochloride). RXN SMILES: [F:1][CH:2]([F:25])[CH:3]([NH:17][CH2:18][C:19]1[CH:24]=[CH:23][CH:22]=[CH:21][CH:20]=1)[CH2:4][CH2:5][N:6]1C(=O)C2=CC=CC=C2C1=O.[ClH:26]>>[ClH:26].[ClH:26].[F:1][CH:2]([F:25])[CH:3]([NH:17][CH2:18][C:19]1[CH:24]=[CH:23][CH:22]=[CH:21][CH:20]=1)[CH2:4][CH2:5][NH2:6] |f:2.3.4|. Procedure details: A solution of N-(4,4-difluoro-3-benzylaminobutyl) phthalimide (0.585 g, 1.72 mM) prepared as in Step D in concentrated hydrochloric acid (50 ml) is heated at 110° C. for 15 hours. The solvent is evaporated in vacuo, and the residue is taken up in cold water (50 ml). The aqueous phase is filtered and concentrated in vacuo, washed three times with diethyl ether, and then evaporated to dryness. The oily residue is triturated several times with isopropanol. The solvent is removed in vacuo yielding a... The reactants are Cl (hydrochloric acid), CC(C(C1=CC=CC=C1)O)N(C)C (N-methylephedrine), C(C)NC1=CC=CC=C1 (N-ethylaniline). The solvent is [OH-].[Na+] (sodium hydroxide). The product is C(C)(=O)C1=CC=CC=C1 (acetophenone). Reaction SMILES: Cl.C[CH:3](N(C)C)[CH:4]([OH:11])[C:5]1[CH:10]=[CH:9][CH:8]=[CH:7][CH:6]=1.C(NC1C=CC=CC=1)C>[OH-].[Na+]>[C:4]([C:5]1[CH:10]=[CH:9][CH:8]=[CH:7][CH:6]=1)(=[O:11])[CH3:3] |f:3.4|. Reported procedure: The aqueous layer and the 10% hydrochloric acid washings were joined and the joined solution was mixed with a 10% sodium hydroxide solution (30 ml) to adjust the pH to about 11 and extracted with ethyl acetate (50 ml×3). The extract was washed with a saturated saline solution (50 ml×3), dried and then ethyl acetate was distilled off to obtain a mixture of N-methylephedrine and N-ethylaniline. Yield: 2.4 g (100%). Said two substances can be recovered, separately by distilling the mixture under re... The reactants are Cl.C(C)(C)(C)OC(CN)=O (glycine t-butyl ester hydrochloride), CCN(C(C)C)C(C)C (DIEA), C(C=C)(=O)OCC1=CC=CC=C1 (benzyl acrylate). Solvent: CN(C)C=O (DMF). Reaction conditions: time 4 hour. Product: N(CC(=O)OC(C)(C)C)CCC(=O)OCC1=CC=CC=C1 (N(CH2CH2COOBn)Gly-O-t-Bu). RXN SMILES: Cl.[C:2]([O:6][C:7](=[O:10])[CH2:8][NH2:9])([CH3:5])([CH3:4])[CH3:3].CCN(C(C)C)C(C)C.[C:20]([O:24][CH2:25][C:26]1[CH:31]=[CH:30][CH:29]=[CH:28][CH:27]=1)(=[O:23])[CH:21]=[CH2:22]>CN(C=O)C>[NH:9]([CH2:22][CH2:21][C:20]([O:24][CH2:25][C:26]1[CH:31]=[CH:30][CH:29]=[CH:28][CH:27]=1)=[O:23])[CH2:8][C:7]([O:6][C:2]([CH3:5])([CH3:4])[CH3:3])=[O:10] |f:0.1|. Procedure details: To a solution of glycine t-butyl ester hydrochloride (20.7 g, 123 mmol) in DMF (50 mL) was added DIEA (21.5 mL, 123 mmol) and benzyl acrylate (20 g, 123 mmol). The mixture was allowed to stir at room temperature for 4 hours. This solution was concentrated in vacuo and the residue partitioned between saturated aqueous NaHCO3 and ethyl acetate and separated. The organic layer was washed once with saturated aqueous NaHCO3 and twice with brine. The ethyl acetate layer was dried (MgSO4), filtered and... The reactants are CC=CCn1c(Sc2ccccc2)c(CC)c(=O)[nH]c1=O, CCc1c(Sc2ccccc2)n(CC=Cc2ccccc2)c(=O)[nH]c1=O, CCOCC=CCn1c(Sc2ccccc2)c(CC)c(=O)[nH]c1=O, C#CCn1c(Sc2ccccc2)c(CC)c(=O)[nH]c1=O, CCc1c(Sc2ccccc2)n(CC=C(C)C)c(=O)[nH]c1=O. Product: C=CCn1c(Sc2ccccc2)c(CC)c(=O)[nH]c1=O. RXN SMILES: [CH2:1]([CH:2]=[CH:3][CH3:4])[n:5]1[c:6](=[O:21])[nH:7][c:8](=[O:20])[c:9]([CH2:18][CH3:19])[c:10]1[S:11][c:12]1[cH:13][cH:14][cH:15][cH:16][cH:17]1.[CH2:22]([n:23]1[c:24]([S:25][c:26]2[cH:27][cH:28][cH:29][cH:30][cH:31]2)[c:32]([CH2:33][CH3:34])[c:35](=[O:36])[nH:37][c:38]1=[O:39])[CH:40]=[CH:41][c:42]1[cH:43][cH:44][cH:45][cH:46][cH:47]1.[CH2:70]([O:71][CH2:72][CH:73]=[CH:74][CH2:75][n:76]1[c:77]([S:78][c:79]2[cH:80][cH:81][cH:82][cH:83][cH:84]2)[c:85]([CH2:86][CH3:87])[c:88](=[O:89])[nH:90][c:91]1=[O:92])[CH3:93].[CH2:94]([n:95]1[c:96]([S:97][c:98]2[cH:99][cH:100][cH:101][cH:102][cH:103]2)[c:104]([CH2:105][CH3:106])[c:107](=[O:108])[nH:109][c:110]1=[O:111])[C:112]#[CH:113].[CH3:48][C:49]([CH3:50])=[CH:51][CH2:52][n:53]1[c:54]([S:55][c:56]2[cH:57][cH:58][cH:59][cH:60][cH:61]2)[c:62]([CH2:63][CH3:64])[c:65](=[O:66])[nH:67][c:68]1=[O:69]>>[CH2:1]([CH:2]=[CH2:3])[n:5]1[c:6](=[O:21])[nH:7][c:8](=[O:20])[c:9]([CH2:18][CH3:19])[c:10]1[S:11][c:12]1[cH:13][cH:14][cH:15][cH:16][cH:17]1. Reactants: CCOC(=O)Cc1ccc(Cl)c(Oc2ccc([N+](=O)[O-])cc2CBr)c1, CC(C)(C)S. Yields the product CCOC(=O)Cc1ccc(Cl)c(Oc2ccc([N+](=O)[O-])cc2CSC(C)(C)C)c1. As a reaction SMILES: [CH2:1]([CH3:2])[O:3][C:4]([CH2:5][c:6]1[cH:7][c:8]([O:13][c:14]2[c:15]([CH2:23][Br:24])[cH:16][c:17]([N+:20](=[O:21])[O-:22])[cH:18][cH:19]2)[c:9]([Cl:12])[cH:10][cH:11]1)=[O:25].[CH3:26][C:27]([CH3:28])([CH3:29])[SH:30]>>[CH2:1]([CH3:2])[O:3][C:4]([CH2:5][c:6]1[cH:7][c:8]([O:13][c:14]2[c:15]([CH2:23][S:30][C:27]([CH3:26])([CH3:28])[CH3:29])[cH:16][c:17]([N+:20](=[O:21])[O-:22])[cH:18][cH:19]2)[c:9]([Cl:12])[cH:10][cH:11]1)=[O:25]. The reactants are C([O-])(O)=O.[Na+] (sodium bicarbonate), C1(=CC=CC=C1)P(C1=CC=CC=C1)C1=CC=CC=C1 (triphenylphosphine), C(Br)(Br)(Br)Br (carbon tetrabromide), C(C)(C)(C)OC(=O)N1C(CCC1)C=O (2-formyl -pyrrolidine-1-carboxylic acid tert-butyl ester). Solvent: ClCCl (dichloromethane), ClCCl (dichloromethane). Conditions: time 1 hour. Yields the product BrC(=C[C@H]1N(CCC1)C(=O)OC(C)(C)C)Br (tert-butyl (2S)-2-(2,2-dibromovinyl)pyrrolidine-1-carboxylate). Isolated yield 86.0%. As a reaction SMILES: C1(P(C2C=CC=CC=2)C2C=CC=CC=2)C=CC=CC=1.[C:20]([Br:24])(Br)(Br)[Br:21].[C:25]([O:29][C:30]([N:32]1[CH2:36][CH2:35][CH2:34][CH:33]1[CH:37]=O)=[O:31])([CH3:28])([CH3:27])[CH3:26].C(=O)(O)[O-].[Na+]>ClCCl>[Br:21][C:20]([Br:24])=[CH:37][C@@H:33]1[CH2:34][CH2:35][CH2:36][N:32]1[C:30]([O:29][C:25]([CH3:26])([CH3:28])[CH3:27])=[O:31] |f:3.4|. Procedure details: A solution of triphenylphosphine (21.1 g, 80.3 mmol) and carbon tetrabromide (13.32 g, 40.16 mmol) in dichloromethane (300 mL) at 0° C. was treated with a solution of 2-formyl -pyrrolidine-1-carboxylic acid tert-butyl ester (4.0 g, 20.08 mmol) in dichloromethane (10 mL) dropwise via syringe. The solution was stirred for 1 hour at room temperature, poured into a saturated sodium bicarbonate solution and separated. The organic phase was dried (MgSO4), filtered and concentrated. The concentrate was... Starting materials: BrC=1C=C(C=CC1C)NC(CC)C1=CC(=C(C=C1)Cl)C ((3-Bromo-4-methyl-phenyl)-[1-(4-chloro-3-methyl-phenyl)-propyl]-amine), [Li]C(C)(C)C (tBuLi), CN(C)C=O (DMF). Solvent: CCOCC (Et2O). Conditions: temperature -78 celsius, time 40 minute. Product: ClC1=C(C=C(C=C1)C(CC)NC=1C=CC(=C(C=O)C1)C)C (5-[1-(4-Chloro-3-methyl-phenyl)-propylamino]-2-methyl-benzaldehyde). Reaction SMILES: Br[C:2]1[CH:3]=[C:4]([NH:9][CH:10]([C:13]2[CH:18]=[CH:17][C:16]([Cl:19])=[C:15]([CH3:20])[CH:14]=2)[CH2:11][CH3:12])[CH:5]=[CH:6][C:7]=1[CH3:8].[Li]C(C)(C)C.CN([CH:29]=[O:30])C>CCOCC>[Cl:19][C:16]1[CH:17]=[CH:18][C:13]([CH:10]([NH:9][C:4]2[CH:5]=[CH:6][C:7]([CH3:8])=[C:2]([CH:3]=2)[CH:29]=[O:30])[CH2:11][CH3:12])=[CH:14][C:15]=1[CH3:20]. Procedure: To a solution of INT 8 (2.20 g, 14.7 mmol) in Et2O (147 mL) at −78° C. was added tBuLi (1.7 M in pentane, 34.7 mL, 59.0 mmol) dropwise. The mixture was stirred at −78° C. for 40 min, then DMF (2.5 mL) was added. The reaction mixture was stirred at −78° C. for an additional 20 minutes. The mixture was quenched with saturated aqueous NH4Cl and extracted with Et2O (2×). The combined organic layers were washed with brine, dried over MgSO4, filtered and concentrated. The residue was purified by chrom...